Dataset: the Open Reaction Database (ORD), a public repository of structured organic reaction records. Task: describe an organic reaction: reactants, conditions, products, and yield The reactants are [H][H] (hydrogen), Cl.C(C1=CC=CC=C1)OC=1C=C(C=CC1)C1=C(C=C(C=C1)Cl)N1C(CN([C@H](C1)CCS(=O)(=O)C)CC1=CN=CN1CC1=CC(=C(C=C1)C#N)F)=O ((S)-1-[2-(3-(Benzyloxy)phenyl)-5-chlorophenyl]-4-[1-(4-cyano-3-fluorobenzyl)-5-imidazolylmethyl]-5- [2-(methanesulfonyl)ethyl]-2-piperazinone Hydrochloride), FC(C(=O)O)(F)F (trifluoroacetic acid). Reagents/catalysts: [Pd] (palladium on carbon). Solvent: CO.CCOC(=O)C (MeOH EtOAc). Reaction conditions: time 1.5 hour. Product: FC(C(=O)O)(F)F.OC=1C=C(C=CC1)C1=C(C=C(C=C1)Cl)N1C(CN([C@H](C1)CCS(=O)(=O)C)CC1=CN=CN1CC1=CC(=C(C=C1)C#N)F)=O ((S)-1-[2-(3-Hydroxyphenyl)-5-chlorophenyl]-4-[1-(4-cyano-3-fluorobenzyl)-5-imidazolylmethyl]-5-[2-(methanesulfonyl)ethyl]-2-piperazinone Trifluoroacetate). As a reaction SMILES: Cl.C([O:9][C:10]1[CH:11]=[C:12]([C:16]2[CH:21]=[CH:20][C:19]([Cl:22])=[CH:18][C:17]=2[N:23]2[CH2:28][C@H:27]([CH2:29][CH2:30][S:31]([CH3:34])(=[O:33])=[O:32])[N:26]([CH2:35][C:36]3[N:40]([CH2:41][C:42]4[CH:47]=[CH:46][C:45]([C:48]#[N:49])=[C:44]([F:50])[CH:43]=4)[CH:39]=[N:38][CH:37]=3)[CH2:25][C:24]2=[O:51])[CH:13]=[CH:14][CH:15]=1)C1C=CC=CC=1.[F:52][C:53]([F:58])([F:57])[C:54]([OH:56])=[O:55].[H][H]>CO.CCOC(C)=O.[Pd]>[F:52][C:53]([F:58])([F:57])[C:54]([OH:56])=[O:55].[OH:9][C:10]1[CH:11]=[C:12]([C:16]2[CH:21]=[CH:20][C:19]([Cl:22])=[CH:18][C:17]=2[N:23]2[CH2:28][C@H:27]([CH2:29][CH2:30][S:31]([CH3:34])(=[O:32])=[O:33])[N:26]([CH2:35][C:36]3[N:40]([CH2:41][C:42]4[CH:47]=[CH:46][C:45]([C:48]#[N:49])=[C:44]([F:50])[CH:43]=4)[CH:39]=[N:38][CH:37]=3)[CH2:25][C:24]2=[O:51])[CH:13]=[CH:14][CH:15]=1 |f:0.1,4.5,7.8|. Reported procedure: To a solution of the product from Step D (383 mg, 0.527 mmol) in 10 mL of 1:1 MeOH/EtOAc was added trifluoroacetic acid (0.10 mL) and 10% palladium on carbon (300 mg). The solution was stirred under a balloon atmosphere of hydrogen at room temperature. After 1.5 hours, the solution was filtered through celite, the filter pad was rinsed with 1:1 MeOH/THF, and the filtrate was concentrated in vacuo. The crude material containing the titled product was used in the next reaction without further puri... Starting materials: C(C)(=O)C1=CSC=C1 (3-acetylthiophene), COC(N(C)C)OC (dimethylformamide dimethyl acetal). Yields the product CN(C=CC(=O)C1=CSC=C1)C (3-Dimethylamino-1-(3-thienyl)-2-propen-1-one). Isolated yield 87.0%. RXN SMILES: [C:1]([C:4]1[CH:8]=[CH:7][S:6][CH:5]=1)(=[O:3])[CH3:2].CO[CH:11](OC)[N:12]([CH3:14])[CH3:13]>>[CH3:11][N:12]([CH3:14])[CH:13]=[CH:2][C:1]([C:4]1[CH:8]=[CH:7][S:6][CH:5]=1)=[O:3]. Procedure: A mixture of 48.4 g of 3-acetylthiophene and 75 ml of dimethylformamide dimethyl acetal, under nitrogen, is heated for 15 hours on a steam bath. The reaction is concentrated in vacuo and the residue crystallized from methylene chloride/hexane to give 60.55 g (87%) of the desired product, mp 89°-90° C. The reactants are COC(CC1=C(C=C(C=C1)OC)NC(C)=O)=O ((2-acetylamino-4-methoxy-phenyl)-acetic acid methyl ester), [OH-].[Na+] (NaOH). Solvent: CO (methanol). Run at time 3 hour. Yields the product C(C)(=O)NC1=C(C=CC(=C1)OC)CC(=O)O ((2-Acetylamino-4-methoxy-phenyl)-acetic acid). As a reaction SMILES: C[O:2][C:3](=[O:17])[CH2:4][C:5]1[CH:10]=[CH:9][C:8]([O:11][CH3:12])=[CH:7][C:6]=1[NH:13][C:14](=[O:16])[CH3:15].[OH-].[Na+]>CO>[C:14]([NH:13][C:6]1[CH:7]=[C:8]([O:11][CH3:12])[CH:9]=[CH:10][C:5]=1[CH2:4][C:3]([OH:17])=[O:2])(=[O:16])[CH3:15] |f:1.2|. Procedure: To a solution of (2-acetylamino-4-methoxy-phenyl)-acetic acid methyl ester (49 mg, 0.21 mmol) in 1.5 mL of methanol was added aqueous 1N NaOH (1.5 mL, 1.5 mmol). The mixture was stirred for 3 h at room temperature. and the pH was adjusted to ˜4 by the addition of Amberlyst 15 ion-exchange resin. After filtration, the filtrate was concentrated to give 46 mg (100%) of 2-acetylamino-4-methoxy-phenyl)-acetic acid which was used without further purification. The reactants are C(C)OC(C(C(C)=O)N1N=C(N=C1C)C(F)(F)F)=O (2-(5-methyl-3-trifluoromethyl-[1,2,4]triazol-1-yl)-3-oxo-butyric acid ethyl ester), NN (hydrazine). Solvent: CCO (EtOH). Conditions: temperature 50 celsius, time 8 hour. Product: CC=1C(=C(NN1)O)N1N=C(N=C1C)C(F)(F)F (5-Methyl-4-(5-methyl-3-trifluoromethyl-[1,2,4]triazol-1-yl)-2H-pyrazol-3-ol). RXN SMILES: C(O[C:4](=[O:19])[CH:5]([N:9]1[C:13]([CH3:14])=[N:12][C:11]([C:15]([F:18])([F:17])[F:16])=[N:10]1)[C:6](=O)[CH3:7])C.[NH2:20][NH2:21]>CCO>[CH3:7][C:6]1[C:5]([N:9]2[C:13]([CH3:14])=[N:12][C:11]([C:15]([F:16])([F:17])[F:18])=[N:10]2)=[C:4]([OH:19])[NH:20][N:21]=1. Procedure details: To a solution of 2-(5-methyl-3-trifluoromethyl-[1,2,4]triazol-1-yl)-3-oxo-butyric acid ethyl ester (890 mg, 3.19 mmol) in EtOH (15 ml) is added hydrazine (0.500 ml, 15.94 mmol) and the mixture left to stir at 50° C. overnight. The solvent is removed in vacuo and trituration of the resulting pale yellow oil with ether and EtOAc affords the title compound as a fine white solid. Reactants: O (water), C(C1=CC=CC=C1)OC=1C=CC2=C(SC(=C2CC2=CC=C(C=C2)OCCN2CCCC2)C2=CC=C(C=C2)O)C1 (6-benzyloxy-2-(4-hydroxyphenyl)-3-[4-[2-(1-pyrrolidinyl)ethoxy]benzyl]benzo[b]thiophene), BrCCCC#N (4-bromobutyronitrile), C(=O)([O-])[O-].[Cs+].[Cs+] (Cs2CO3). Solvent: CN(C)C=O (DMF). Run at temperature 80 celsius. The product is OC=1C=CC2=C(SC(=C2CC2=CC=C(C=C2)OCCN2CCCC2)C2=CC=C(C=C2)OCCCC#N)C1 (6-Hydroxy-3-[4-[2-(1-pyrrolidinyl)ethoxy]benzyl]-2-[4-(3-cyanopropyloxy)phenyl]benzo[b]thiophene). Yield: 98.0%. Reaction SMILES: C([O:8][C:9]1[CH:10]=[CH:11][C:12]2[C:16]([CH2:17][C:18]3[CH:23]=[CH:22][C:21]([O:24][CH2:25][CH2:26][N:27]4[CH2:31][CH2:30][CH2:29][CH2:28]4)=[CH:20][CH:19]=3)=[C:15]([C:32]3[CH:37]=[CH:36][C:35]([OH:38])=[CH:34][CH:33]=3)[S:14][C:13]=2[CH:39]=1)C1C=CC=CC=1.Br[CH2:41][CH2:42][CH2:43][C:44]#[N:45].C([O-])([O-])=O.[Cs+].[Cs+].O>CN(C=O)C>[OH:8][C:9]1[CH:10]=[CH:11][C:12]2[C:16]([CH2:17][C:18]3[CH:19]=[CH:20][C:21]([O:24][CH2:25][CH2:26][N:27]4[CH2:31][CH2:30][CH2:29][CH2:28]4)=[CH:22][CH:23]=3)=[C:15]([C:32]3[CH:37]=[CH:36][C:35]([O:38][CH2:41][CH2:42][CH2:43][C:44]#[N:45])=[CH:34][CH:33]=3)[S:14][C:13]=2[CH:39]=1 |f:2.3.4|. Reported procedure: A mixture of 6-benzyloxy-2-(4-hydroxyphenyl)-3-[4-[2-(1-pyrrolidinyl)ethoxy]benzyl]benzo[b]thiophene (Part D), 4-bromobutyronitrile (1.2 mol/mol of phenol), and Cs2CO3 (2 mol/mol of phenol) in DMF (about 10 mL/mmol of phenol) was heated to 80° C. for 3 h, poured into 4 volumes of water and extracted with EtOAc. After drying (K2CO3) and evaporation, the title compound was obtained as a foam in 98% yield following MPLC (SiO2; 0.5% in CHCl3 sat'd with NH4OH). As a reaction SMILES: [CH3:25][C:26]([O:27][C:28](=[O:29])[CH3:30])=[O:31].[CH3:32][S:33]([OH:34])(=[O:35])=[O:36].[CH3:37][c:38]1[cH:39][cH:40][cH:41][cH:42][cH:43]1.[Cl:1][c:2]1[cH:3][c:4]([O:8][c:9]2[c:10]([CH:15]([C:16](=[O:17])[O:18][CH3:19])[CH:20]([O:21][CH3:22])[O:23][CH3:24])[cH:11][cH:12][cH:13][cH:14]2)[n:5][cH:6][n:7]1>>[Cl:1][c:2]1[cH:3][c:4]([O:8][c:9]2[c:10]([C:15]([C:16](=[O:17])[O:18][CH3:19])=[CH:20][O:21][CH3:22])[cH:11][cH:12][cH:13][cH:14]2)[n:5][cH:6][n:7]1. The product is COC=C(C(=O)OC)c1ccccc1Oc1cc(Cl)ncn1. Starting materials: CC(=O)OC(C)=O, CS(=O)(=O)O, Cc1ccccc1, COC(=O)C(c1ccccc1Oc1cc(Cl)ncn1)C(OC)OC.